describe an organic reaction: reactants, conditions, products, and yield From a dataset of the Open Reaction Database (ORD), a public repository of structured organic reaction records. Starting materials: C(C)(=O)OCC (ethyl acetate), C(CCCCCCCCCCC)(=O)[O-].C(CCCCCCCCCCC)(=O)[O-].C(CCC)[Sn+2]CCCC (di-n-butyltin dilaurate), C(C)(=O)OCC (ethyl acetate). Product: solution, C(O)C(CC)(CO)CO (1,1,1-trimethylolpropane). The yield is 75.0%. As a reaction SMILES: [C:1]([O-:14])(=O)[CH2:2][CH2:3][CH2:4]CCCCCCCC.[C:15]([O-:28])(=O)CCCCCCCCCCC.C([Sn+2]CCCC)CCC.[C:38](OCC)(=[O:40])C>>[CH2:38]([C:2]([CH2:1][OH:14])([CH2:15][OH:28])[CH2:3][CH3:4])[OH:40] |f:0.1.2|. Procedure details: About 18.5 g of activated carbon is suspended in 450 g of ethyl acetate. The suspension is mixed first with 1 g of di-n-butyltin dilaurate, then with 1000.5 g of a 75 percent solution of a product obtained from the reaction of tolylenediisocyanates and 1,1,1-trimethylolpropane in ethyl acetate, then with 88.5 g of di-n-butylether and finally with 30 g of a dimethylpolysiloxane having an Si-bonded hydroxyl group in each of its terminal units and having an average of about 13 silicon atoms per mol... The reactants are [Br-], C1CCOC1, Fc1ccc([Mg+])cc1, CCOC(=O)c1nc(Nc2cc[nH]n2)c2ccc(I)cc2n1. Product: O=C(c1ccc(F)cc1)c1nc(Nc2cc[nH]n2)c2ccc(I)cc2n1. Reaction SMILES: [Br-:23].[CH2:32]1[O:33][CH2:34][CH2:35][CH2:36]1.[F:24][c:25]1[cH:26][cH:27][c:28]([Mg+:31])[cH:29][cH:30]1.[nH:1]1[n:2][c:3]([NH:6][c:7]2[n:8][c:9]([C:18]([O:20][CH2:19][CH3:21])=[O:22])[n:10][c:11]3[cH:12][c:13]([I:17])[cH:14][cH:15][c:16]23)[cH:4][cH:5]1>>[nH:1]1[n:2][c:3]([NH:6][c:7]2[n:8][c:9]([C:18](=[O:20])[c:28]3[cH:27][cH:26][c:25]([F:24])[cH:30][cH:29]3)[n:10][c:11]3[cH:12][c:13]([I:17])[cH:14][cH:15][c:16]23)[cH:4][cH:5]1.